From a dataset of the Open Reaction Database (ORD), a public repository of structured organic reaction records. describe an organic reaction: reactants, conditions, products, and yield Starting materials: Br, CCC(=O)O, CCOCC, [Na+], [OH-], O, Oc1ccccc1, Cc1ccc(S(=O)(=O)N2Cc3ccccc3C2)cc1. Product: c1ccc2c(c1)CNC2. Reaction SMILES: [BrH:27].[CH3:28][CH2:29][C:30](=[O:31])[OH:32].[CH3:36][CH2:37][O:38][CH2:39][CH3:40].[Na+:34].[OH-:33].[OH2:35].[OH:20][c:21]1[cH:22][cH:23][cH:24][cH:25][cH:26]1.[c:1]1([CH3:2])[cH:3][cH:4][c:5]([S:6](=[O:7])(=[O:8])[N:10]2[CH2:11][c:12]3[cH:13][cH:14][cH:15][cH:16][c:17]3[CH2:18]2)[cH:9][cH:19]1>>[NH:10]1[CH2:11][c:12]2[cH:13][cH:14][cH:15][cH:16][c:17]2[CH2:18]1. Starting materials: COC1=C(C=C(C=C1)CCC(=O)OCC)C (ethyl 3-(4-methoxy-3-methylphenyl)propionate), COC1=C(C=C(C=O)C=C1)C (4-methoxy-3-methylbenzaldehyde), BrBr (bromine). Run in C(Cl)(Cl)Cl (chloroform). Run at time 12 hour. The product is BrC=1C=C(C=C(C1OC)C)CCC(=O)OCC (Ethyl 3-(3-Bromo-4-methoxy-5-methylphenyl)propionate). Yield: 85.0%. As a reaction SMILES: [CH3:1][O:2][C:3]1[CH:8]=[CH:7][C:6]([CH2:9][CH2:10][C:11]([O:13][CH2:14][CH3:15])=[O:12])=[CH:5][C:4]=1[CH3:16].COC1C=CC(C=O)=CC=1C.[Br:28]Br>C(Cl)(Cl)Cl>[Br:28][C:8]1[CH:7]=[C:6]([CH2:9][CH2:10][C:11]([O:13][CH2:14][CH3:15])=[O:12])[CH:5]=[C:4]([CH3:16])[C:3]=1[O:2][CH3:1]. Reported procedure: To a solution of ethyl 3-(4-methoxy-3-methylphenyl)propionate (derived from 10.0 g (66.6 mmol) of 4-methoxy-3-methylbenzaldehyde) in chloroform (200 ml) was added dropwise bromine (10.6 g, 66.6 mmol). The mixture was stirred for 12 hours at room temperature. The reaction mixture was washed with water, an aqueous solution of sodium thiosulfate, which was dried over anhydrous magnesium sulfate, followed by distilling off the solvent under reduced pressure. The residue was purified by means of a si... Reactants: [OH-].[Na+] (sodium hydroxide), C(C)(=O)C1=C(C=2N(C=C1)C(=C(N2)C)C)NC(C(C)(C)C)=O (7-acetyl-2,3-dimethyl-8-pivaloylaminoimidazo[1,2-a]pyridine), S(O)(O)(=O)=O (sulfuric acid), ice water, C(Cl)Cl (methylene chloride). The solvent is CO (methanol). The product is C(C)(=O)C1=C(C=2N(C=C1)C(=C(N2)C)C)N (7-Acetyl-8-amino-2,3-dimethylimidazo[1,2-a]pyridine). The yield is 39.6%. RXN SMILES: [C:1]([C:4]1[CH:9]=[CH:8][N:7]2[C:10]([CH3:14])=[C:11]([CH3:13])[N:12]=[C:6]2[C:5]=1[NH:15]C(=O)C(C)(C)C)(=[O:3])[CH3:2].S(=O)(=O)(O)O.C(Cl)Cl.[OH-].[Na+]>CO>[C:1]([C:4]1[CH:9]=[CH:8][N:7]2[C:10]([CH3:14])=[C:11]([CH3:13])[N:12]=[C:6]2[C:5]=1[NH2:15])(=[O:3])[CH3:2] |f:3.4|. Reported procedure: A cooled solution of 80.4 g of 7-acetyl-2,3-dimethyl-8-pivaloylaminoimidazo[1,2-a]pyridine in 720 ml of methanol is treated with 496 ml of concentated sulfuric acid and heated at reflux for 2.5 hours. It is then poured onto 1 l of ice water, 400 ml of methylene chloride are added and the mixture is adjusted to pH 7 with 10 N sodium hydroxide solution with cooling. After phase separation, the aqueous phase is again extracted twice with 300 ml of methylene chloride each time, the organic phases ar... Starting materials: Cc1cc(C)c(N2CCCc3c2nn(C)c3Br)c(C)c1, CCCC(=O)Cl, [Li]CCCC, [Cl-], [Cl-], C1CCOC1, [Pd], [Zn+2], c1ccc(P(c2ccccc2)c2ccccc2)cc1, c1ccc(P(c2ccccc2)c2ccccc2)cc1, c1ccc(P(c2ccccc2)c2ccccc2)cc1, c1ccc(P(c2ccccc2)c2ccccc2)cc1. Yields the product CCCC(=O)c1c2c(nn1C)N(c1c(C)cc(C)cc1C)CCC2. Reaction SMILES: [Br:1][c:2]1[n:3]([CH3:20])[n:4][c:5]2[c:10]1[CH2:9][CH2:8][CH2:7][N:6]2[c:11]1[c:12]([CH3:19])[cH:13][c:14]([CH3:18])[cH:15][c:16]1[CH3:17].[C:26]([CH2:27][CH2:28][CH3:29])(=[O:30])[Cl:31].[CH2:21]([Li:22])[CH2:23][CH2:24][CH3:25].[Cl-:37].[Cl-:39].[O:32]1[CH2:33][CH2:34][CH2:35][CH2:36]1.[Pd:40].[Zn+2:38].[c:41]1([P:42]([c:43]2[cH:44][cH:45][cH:46][cH:47][cH:48]2)[c:49]2[cH:50][cH:51][cH:52][cH:53][cH:54]2)[cH:55][cH:56][cH:57][cH:58][cH:59]1.[c:60]1([P:61]([c:62]2[cH:63][cH:64][cH:65][cH:66][cH:67]2)[c:68]2[cH:69][cH:70][cH:71][cH:72][cH:73]2)[cH:74][cH:75][cH:76][cH:77][cH:78]1.[c:79]1([P:80]([c:81]2[cH:82][cH:83][cH:84][cH:85][cH:86]2)[c:87]2[cH:88][cH:89][cH:90][cH:91][cH:92]2)[cH:93][cH:94][cH:95][cH:96][cH:97]1.[c:98]1([P:99]([c:100]2[cH:101][cH:102][cH:103][cH:104][cH:105]2)[c:106]2[cH:107][cH:108][cH:109][cH:110][cH:111]2)[cH:112][cH:113][cH:114][cH:115][cH:116]1>>[c:2]1([C:26]([CH2:27][CH2:28][CH3:29])=[O:30])[n:3]([CH3:20])[n:4][c:5]2[c:10]1[CH2:9][CH2:8][CH2:7][N:6]2[c:11]1[c:12]([CH3:19])[cH:13][c:14]([CH3:18])[cH:15][c:16]1[CH3:17]. Reactants: Cc1ncnc(O)c1CCOCc1ccccc1, O=P(Cl)(Cl)Cl. Product: Cc1ncnc(Cl)c1CCOCc1ccccc1. Reaction SMILES: [CH2:1]([c:2]1[cH:3][cH:4][cH:5][cH:6][cH:7]1)[O:8][CH2:9][CH2:10][c:11]1[c:12]([OH:18])[n:13][cH:14][n:15][c:16]1[CH3:17].[P:19]([Cl:20])([Cl:21])([Cl:22])=[O:23]>>[CH2:1]([c:2]1[cH:3][cH:4][cH:5][cH:6][cH:7]1)[O:8][CH2:9][CH2:10][c:11]1[c:12]([Cl:21])[n:13][cH:14][n:15][c:16]1[CH3:17]. Starting materials: O (Water), BrC(=CC1=C(N)C=CC(=C1)OCC)Br (2-(2,2-dibromovinyl)-4-ethoxyaniline), BrCC=1C=C(C(=O)OC)C=CC1 (methyl 3-(bromomethyl)benzoate), C([O-])([O-])=O.[K+].[K+] (potassium carbonate). Run in CN(C=O)C (N,N-dimethylformamide). Conditions: time 8 hour. Yields the product BrC(=CC1=C(C=CC(=C1)OCC)NCC=1C=C(C(=O)OC)C=CC1)Br (Methyl 3-{[2-(2,2-dibromovinyl)-4-ethoxyphenylamino]methyl}benzoate). Yield: 73.6%. As a reaction SMILES: [Br:1][C:2]([Br:14])=[CH:3][C:4]1[CH:10]=[C:9]([O:11][CH2:12][CH3:13])[CH:8]=[CH:7][C:5]=1[NH2:6].Br[CH2:16][C:17]1[CH:18]=[C:19]([CH:24]=[CH:25][CH:26]=1)[C:20]([O:22][CH3:23])=[O:21].C(=O)([O-])[O-].[K+].[K+].O>CN(C)C=O>[Br:1][C:2]([Br:14])=[CH:3][C:4]1[CH:10]=[C:9]([O:11][CH2:12][CH3:13])[CH:8]=[CH:7][C:5]=1[NH:6][CH2:16][C:17]1[CH:18]=[C:19]([CH:24]=[CH:25][CH:26]=1)[C:20]([O:22][CH3:23])=[O:21] |f:2.3.4|. Procedure: A suspension of 2-(2,2-dibromovinyl)-4-ethoxyaniline (240 mg), methyl 3-(bromomethyl)benzoate (180 mg) and potassium carbonate (124 mg) in N,N-dimethylformamide (2 mL) was stirred overnight at room temperature. Water was added to the reaction mixture and this resulting mixture was extracted with ethyl acetate. The organic layer was washed with saturated saline, dried over anhydrous magnesium sulfate and concentrated under reduced pressure. The residue was purified by silica gel column chromatogr... The reactants are BrC=1N=C2C(N(C=NC2=NC1)C1=CC(=CC=C1)F)=O (6-bromo-3-(3-fluorophenyl)pteridin-4(3H)-one), FC1=CC=C(C=C1)C=1OC2=C(C1C(=O)NC)C=C(C(=C2)N(S(=O)(=O)C)C)B2OC(C(O2)(C)C)(C)C (2-(4-fluorophenyl)-N-methyl-6-(N-methylmethylsulfonamido)-5-(4,4,5,5-tetramethyl-1,3,2-dioxaborolan-2-yl)benzofuran-3-carboxamide), C(=O)([O-])[O-].[Na+].[Na+] (Na2CO3). Isolated yield 65.5%. Run at temperature 120 celsius, time 5 hour. The reagents and catalysts are C1=CC=C(C=C1)P([C-]2C=CC=C2)C3=CC=CC=C3.C1=CC=C(C=C1)P([C-]2C=CC=C2)C3=CC=CC=C3.Cl[Pd]Cl.[Fe+2] (Pd(dppf)Cl2). Yields the product FC1=CC=C(C=C1)C=1OC2=C(C1C(=O)NC)C=C(C(=C2)N(S(=O)(=O)C)C)C=2N=C1C(N(C=NC1=NC2)C2=CC(=CC=C2)F)=O (2-(4-fluorophenyl)-5-(3-(3-fluorophenyl)-4-oxo-3,4-dihydropteridin-6-yl)-N-methyl-6-(N-methylmethylsulfonamido)benzofuran-3-carboxamide). RXN SMILES: Br[C:2]1[N:3]=[C:4]2[C:9](=[N:10][CH:11]=1)[N:8]=[CH:7][N:6]([C:12]1[CH:17]=[CH:16][CH:15]=[C:14]([F:18])[CH:13]=1)[C:5]2=[O:19].[F:20][C:21]1[CH:26]=[CH:25][C:24]([C:27]2[O:28][C:29]3[CH:39]=[C:38]([N:40]([CH3:45])[S:41]([CH3:44])(=[O:43])=[O:42])[C:37](B4OC(C)(C)C(C)(C)O4)=[CH:36][C:30]=3[C:31]=2[C:32]([NH:34][CH3:35])=[O:33])=[CH:23][CH:22]=1.C([O-])([O-])=O.[Na+].[Na+]>O1CCOCC1.O.C1C=CC(P(C2C=CC=CC=2)[C-]2C=CC=C2)=CC=1.C1C=CC(P(C2C=CC=CC=2)[C-]2C=CC=C2)=CC=1.Cl[Pd]Cl.[Fe+2]>[F:20][C:21]1[CH:26]=[CH:25][C:24]([C:27]2[O:28][C:29]3[CH:39]=[C:38]([N:40]([CH3:45])[S:41]([CH3:44])(=[O:42])=[O:43])[C:37]([C:2]4[N:3]=[C:4]5[C:9](=[N:10][CH:11]=4)[N:8]=[CH:7][N:6]([C:12]4[CH:17]=[CH:16][CH:15]=[C:14]([F:18])[CH:13]=4)[C:5]5=[O:19])=[CH:36][C:30]=3[C:31]=2[C:32]([NH:34][CH3:35])=[O:33])=[CH:23][CH:22]=1 |f:2.3.4,5.6,7.8.9.10|. Procedure: To a stirring mixture of 6-bromo-3-(3-fluorophenyl)pteridin-4(3H)-one (32 mg, 0.099 mmol), 2-(4-fluorophenyl)-N-methyl-6-(N-methylmethylsulfonamido)-5-(4,4,5,5-tetramethyl-1,3,2-dioxaborolan-2-yl)benzofuran-3-carboxamide (50 mg, 0.099 mmol) and Na2CO3 (18 mg, 0.199 mmol) in dioxane/H2O (1 mL/0.1 mL) was added Pd(dppf)Cl2 (10 mg) under N2 protection. The mixture was stirred in a pre-heated oil-bath at 120° C. for 5 h. The mixture was cooled and extracted with EtOAc. The combined organic phases we... Run in O1CCOCC1.O (dioxane H2O). The reactants are C(CC=C)OC1=CC(NC2=CC=C(C=C12)Cl)=O (4-(but-3-enyloxy)-6-chloroquinolin-2(1H)-one). Run in C1=CC=CC=C1 (benzene). Reaction conditions: time 96 hour. The product is ClC1=CC=2C34C(C(NC2C=C1)=O)CC3CCO4 (9-chloro-3,3a,4,4a-tetrahydro-2H-furo[2′,3′:2,3]cyclobuta[1,2-c]quinolin-5(6H)-one). As a reaction SMILES: [CH2:1]([O:5][C:6]1[C:15]2[C:10](=[CH:11][CH:12]=[C:13]([Cl:16])[CH:14]=2)[NH:9][C:8](=[O:17])[CH:7]=1)[CH2:2][CH:3]=[CH2:4]>C1C=CC=CC=1>[Cl:16][C:13]1[CH:12]=[CH:11][C:10]2[NH:9][C:8](=[O:17])[CH:7]3[CH2:4][CH:3]4[CH2:2][CH2:1][O:5][C:6]34[C:15]=2[CH:14]=1. Procedure: A solution of 4-(but-3-enyloxy)-6-chloroquinolin-2(1H)-one (600 mg, 2.403 mmol) in benzene (240 mL) was placed under a 450 W Hg UV lamp (fitted with a condenser for cooling) and stirred for 4 days (96 hours). The mixture was then cooled, concentrated in vacuo, and taken up in ˜75 mL of methylene chloride (with mild heating to dissolve as much as possible). The sample, which was a mixture of regioisomers, was purified by column chromatography. Concentration of the compound that eleuted second pro...